Dataset: the Open Reaction Database (ORD), a public repository of structured organic reaction records. Task: describe an organic reaction: reactants, conditions, products, and yield Starting materials: CC(=O)C1=C(C=C(C=C1)OC)F (2-fluoro-4-methoxyacetophenone), C[Si](C)(C)[N-][Si](C)(C)C.[Na+] (sodium bis(trimethylsilyl)-amide). Reagents/catalysts: [Br-].C[P+](C1=CC=CC=C1)(C1=CC=CC=C1)C1=CC=CC=C1 (methyltriphenylphosphonium bromide). The solvent is C1CCOC1 (THF), O1CCCC1 (tetrahydrofuran), C1CCOC1 (THF). Reaction conditions: temperature -78 celsius, time 30 minute. Yields the product FC1=C(C=CC(=C1)OC)C(=C)C (2-fluoro-1-isopropenyl-4-methoxybenzene). Reaction SMILES: [CH3:1][Si]([N-][Si](C)(C)C)(C)C.[Na+].[CH3:11][C:12]([C:14]1[CH:19]=[CH:18][C:17]([O:20][CH3:21])=[CH:16][C:15]=1[F:22])=O>O1CCCC1.[Br-].C[P+](C1C=CC=CC=1)(C1C=CC=CC=1)C1C=CC=CC=1>[F:22][C:15]1[CH:16]=[C:17]([O:20][CH3:21])[CH:18]=[CH:19][C:14]=1[C:12]([CH3:1])=[CH2:11] |f:0.1,4.5|. Procedure: A solution of sodium bis(trimethylsilyl)-amide, 1.0M in tetrahydrofuran (714 ml, 0.714 m) was added to a suspension of methyltriphenylphosphonium bromide (255 g, 0.714 m) in THF (2.50 L) cooled with an ice bath. The resultant yellow colored suspension was stirred for 30 minutes at ice bath temperature and then cooled to −78° C. A total of 2-fluoro-4-methoxyacetophenone (100 g, 0.595 m) in THF (200 ml) was added dropwise and stirred at −78° C. for 1.5 hours. Reaction mixture was allowed to warm t... Yields the product C(C)OC(C1=CC=C(C=C1)N1C=CC(C=C1)=O)=O (4-(4-oxo-4H-pyridin-1-yl)benzoic acid ethyl ester). Reactants: C(C)OC(C1=CC=C(C=C1)F)=O (4-fluorobenzoic acid ethyl ester), OC1=CC=NC=C1 (4-hydroxypyridine), C([O-])([O-])=O.[K+].[K+] (potassium carbonate). As a reaction SMILES: [CH2:1]([O:3][C:4](=[O:12])[C:5]1[CH:10]=[CH:9][C:8](F)=[CH:7][CH:6]=1)[CH3:2].[OH:13][C:14]1[CH:19]=[CH:18][N:17]=[CH:16][CH:15]=1.C(=O)([O-])[O-].[K+].[K+]>CN1CCCC1=O>[CH2:1]([O:3][C:4](=[O:12])[C:5]1[CH:10]=[CH:9][C:8]([N:17]2[CH:18]=[CH:19][C:14](=[O:13])[CH:15]=[CH:16]2)=[CH:7][CH:6]=1)[CH3:2] |f:2.3.4|. Solvent: CN1C(CCC1)=O (N-methylpyrrolidinone). Procedure details: In a 500 ml round bottom flask with stirbar was place 4-fluorobenzoic acid ethyl ester (16.8 g, 100 mmol), 4-hydroxypyridine (14.26 g, 150 mmol), potassium carbonate (20.7 g, 150 mmol) and N-methylpyrrolidinone (75 ml). This mixture was gradually warmed to 140° C. and kept at this temperature for three hours after which time all the starting aryl fluoride was consumed. The mixture was cooled to room temperature and with stirring ice and water was added in porions to bring the volume up to 500 ml... Run at temperature 140 celsius, time 3 hour. Starting materials: COC(=O)N1CC2=C(N=NC(=C2)Cl)CC1 (3-chloro-5,6,7,8-tetrahydro-6-pyrido[4,3-c]pyridazinecarboxylic acid methyl ester), O.NN (hydrazine hydrate). Product: COC(=O)N1CC2=C(N=NC(=C2)NN)CC1 (3-Hydrazino-5,6,7,8-tetrahydro-6-pyrido[4,3-c]pyridazinecarboxylic acid methyl ester). Reaction SMILES: [CH3:1][O:2][C:3]([N:5]1[CH2:15][CH2:14][C:8]2[N:9]=[N:10][C:11](Cl)=[CH:12][C:7]=2[CH2:6]1)=[O:4].O.[NH2:17][NH2:18]>>[CH3:1][O:2][C:3]([N:5]1[CH2:15][CH2:14][C:8]2[N:9]=[N:10][C:11]([NH:17][NH2:18])=[CH:12][C:7]=2[CH2:6]1)=[O:4] |f:1.2|. Procedure: 16.5 g of 3-chloro-5,6,7,8-tetrahydro-6-pyrido[4,3-c]pyridazinecarboxylic acid methyl ester and 70 cc of hydrazine hydrate are heted in a water bath for 1 hour. The title compound has a M.P. of 178°-180° (decomp., from acetonitrile). Reactants: COC=1N=C2C(=C(C=NC2=CC1)[N+](=O)[O-])O (6-methoxy-3-nitro-1,5-naphthyridin-4-ol), O=P(Cl)(Cl)Cl (POCl3). Run in CN(C)C=O (DMF). Run at temperature 25 celsius, time 35 minute. Yields the product ClC=1C(=CN=C2C=CC(=NC12)OC)[N+](=O)[O-] (8-chloro-2-methoxy-7-nitro-1,5-naphthyridine). Yield: 93.0%. Reaction SMILES: [CH3:1][O:2][C:3]1[N:4]=[C:5]2[C:10](=[CH:11][CH:12]=1)[N:9]=[CH:8][C:7]([N+:13]([O-:15])=[O:14])=[C:6]2O.O=P(Cl)(Cl)[Cl:19]>CN(C=O)C>[Cl:19][C:6]1[C:7]([N+:13]([O-:15])=[O:14])=[CH:8][N:9]=[C:10]2[C:5]=1[N:4]=[C:3]([O:2][CH3:1])[CH:12]=[CH:11]2. Procedure: The compound of Example 2 (20 g, 1 eq.) was suspended in DMF (200 mL) at 20° C. To the suspension was added POCl3 (27.7 g, 2 eq.) over a period of 15 min. The mixture was stirred at 25° C. for 35 min, poured on ice (200 g) and filtered. After drying on a rotary evaporator at 70° C., a yellow solid (20.5 g; 93% yield) was obtained. Starting materials: [OH-].[Na+] (sodium hydroxide), C(C)(C)C1NCC(N1)=O (2-isopropyl-4-oxo-imidazolidine), ClC(C(=O)Cl)Cl (dichloroacetyl chloride). The solvent is O (water), C(C)(C)(C)OC (methyl tert.-butyl ether). Run at time 10 hour. Product: ClC(C(=O)N1C(NC(C1)=O)C(C)C)Cl (1-dichloroacetyl-2-isopropyl-4-oxo-imidazolidine). Yield: 49.0%. As a reaction SMILES: [CH:1]([CH:4]1[NH:8][C:7](=[O:9])[CH2:6][NH:5]1)([CH3:3])[CH3:2].[OH-].[Na+].[Cl:12][CH:13]([Cl:17])[C:14](Cl)=[O:15]>C(OC)(C)(C)C.O>[Cl:12][CH:13]([Cl:17])[C:14]([N:5]1[CH2:6][C:7](=[O:9])[NH:8][CH:4]1[CH:1]([CH3:3])[CH3:2])=[O:15] |f:1.2|. Procedure details: 45 g (0.35 mole) of 2-isopropyl-4-oxo-imidazolidine (Example 3) were dissolved in 250 ml of methyl tert.-butyl ether, 17.2 g (0.43 mole) of sodium hydroxide in 20 ml of water were added, and 57 g (0.39 mole) of dichloroacetyl chloride were then added dropwise at from 10° to 15° C. The mixture was stirred for 10 hours and the solid precipitate was filtered off with suction, washed with water and dried under reduced pressure to give 41 g (49% of theory) of 1-dichloroacetyl-2-isopropyl-4-oxo-imidaz...